describe an organic reaction: reactants, conditions, products, and yield From a dataset of the Open Reaction Database (ORD), a public repository of structured organic reaction records. Reactants: C(C)(C)OC(C(C1=CC=CC=C1)=O)C1=CC=CC=C1 (benzoin isopropyl ether), C(=C)[Si](OCC)(OCC)OCC (vinyltriethoxysilane), RuH2, RuH2, C(=C)[Si](OCC)(OCC)OCC (vinyltriethoxysilane). Run in C1(=CC=CC=C1)C (toluene). Reaction conditions: time 0.5 hour. Product: C(C)(C)OC(C(C1=C(C=CC=C1)CC[Si](OCC)(OCC)OCC)=O)C1=CC=CC=C1 (2-[2-(triethoxysilyl)ethyl]benzoin isopropyl ether). Isolated yield 55.1%. As a reaction SMILES: [CH:1]([O:4][CH:5]([C:14]1[CH:19]=[CH:18][CH:17]=[CH:16][CH:15]=1)[C:6](=[O:13])[C:7]1[CH:12]=[CH:11][CH:10]=[CH:9][CH:8]=1)([CH3:3])[CH3:2].[CH:20]([Si:22]([O:29][CH2:30][CH3:31])([O:26][CH2:27][CH3:28])[O:23][CH2:24][CH3:25])=[CH2:21]>C1(C)C=CC=CC=1>[CH:1]([O:4][CH:5]([C:14]1[CH:15]=[CH:16][CH:17]=[CH:18][CH:19]=1)[C:6](=[O:13])[C:7]1[CH:8]=[CH:9][CH:10]=[CH:11][C:12]=1[CH2:21][CH2:20][Si:22]([O:23][CH2:24][CH3:25])([O:26][CH2:27][CH3:28])[O:29][CH2:30][CH3:31])([CH3:3])[CH3:2]. Procedure: 10.2 g (40 mmol) of benzoin isopropyl ether, 9.2 ml (44 mmol) of vinyltriethoxysilane and 735 mg (0.8 mmol) of RuH2 (CO) (PPh3)3 were dissolved in 60 ml of anhydrous toluene and degassed by passing in argon for 1/2 hour. The mixture was then stirred with exclusion of light and under argon, at reflux, for 7 hours and left to stand overnight at room temperature, a further 370 mg (0.4 mmol) of RuH2 (CO) (PPh3)3 and 1 ml (5 mmol) of vinyltriethoxysilane were added, and heating at reflux was carried ... Reactants: O=C([O-])[O-], COC(=O)c1cn(C)c2cc(Br)ccc12, CS(C)=O, Clc1cccc(Cl)c1-c1noc(C2CC2)c1COC1CCNCC1, [Cu]I, [K+], [K+], O=C(O)C1CCCN1. Yields the product COC(=O)c1cn(C)c2cc(N3CCC(OCc4c(-c5c(Cl)cccc5Cl)noc4C4CC4)CC3)ccc12. RXN SMILES: [C:40](=[O:41])([O-:42])[O-:43].[CH3:25][O:26][C:27](=[O:28])[c:29]1[cH:30][n:31]([CH3:39])[c:32]2[cH:33][c:34]([Br:38])[cH:35][cH:36][c:37]12.[CH3:54][S:55](=[O:56])[CH3:57].[CH:1]1([c:4]2[c:5]([CH2:17][O:18][CH:19]3[CH2:20][CH2:21][NH:22][CH2:23][CH2:24]3)[c:6](-[c:9]3[c:10]([Cl:16])[cH:11][cH:12][cH:13][c:14]3[Cl:15])[n:7][o:8]2)[CH2:2][CH2:3]1.[Cu:58][I:59].[K+:44].[K+:45].[OH:46][C:47]([CH:48]1[NH:49][CH2:50][CH2:51][CH2:52]1)=[O:53]>>[CH:1]1([c:4]2[c:5]([CH2:17][O:18][CH:19]3[CH2:20][CH2:21][N:22]([c:34]4[cH:33][c:32]5[n:31]([CH3:39])[cH:30][c:29]([C:27]([O:26][CH3:25])=[O:28])[c:37]5[cH:36][cH:35]4)[CH2:23][CH2:24]3)[c:6](-[c:9]3[c:10]([Cl:16])[cH:11][cH:12][cH:13][c:14]3[Cl:15])[n:7][o:8]2)[CH2:2][CH2:3]1. Conditions: temperature 50 celsius. Procedure details: To 62 mmol 2-hydroxy-5-sulfamoyl-benzoic acid in 80 ml THF was added 80 mmol CDI and the mixture heated at 50° C. for 1 h. 616 mmol methanol was then added, and the mixture was heated at 50° C. for 16 h. The mixture was then cooled to room temperature, concentrated in vacuo, and the residue chromatographed on silica gel (eluant: dichloromethane/methanol 20:1). The product containing fractions were concentrated in vacuo and the residue suspended in ethyl acetate and washed with aq NaHCO3 solution... Starting materials: OC1=C(C(=O)O)C=C(C=C1)S(N)(=O)=O (2-hydroxy-5-sulfamoyl-benzoic acid), C1=CN(C=N1)C(=O)N2C=CN=C2 (CDI), CO (methanol). Run in C1CCOC1 (THF). As a reaction SMILES: [OH:1][C:2]1[CH:10]=[CH:9][C:8]([S:11](=[O:14])(=[O:13])[NH2:12])=[CH:7][C:3]=1[C:4]([OH:6])=[O:5].[CH:15]1N=CN(C(N2C=NC=C2)=O)C=1.CO>C1COCC1>[CH3:15][O:5][C:4](=[O:6])[C:3]1[CH:7]=[C:8]([S:11](=[O:14])(=[O:13])[NH2:12])[CH:9]=[CH:10][C:2]=1[OH:1]. The product is COC(C1=C(C=CC(=C1)S(N)(=O)=O)O)=O (2-Hydroxy-5-sulfamoyl-benzoic acid methyl ester). Starting materials: CCOC(=O)c1nc(Br)ccc1N, N#C[Cu], CN(C)C=O. Product: CCOC(=O)c1nc(C#N)ccc1N. Reaction SMILES: [CH2:1]([CH3:2])[O:3][C:4](=[O:5])[c:6]1[n:7][c:8]([Br:13])[cH:9][cH:10][c:11]1[NH2:12].[Cu:14][C:15]#[N:16].[O:17]=[CH:18][N:19]([CH3:20])[CH3:21]>>[CH2:1]([CH3:2])[O:3][C:4](=[O:5])[c:6]1[n:7][c:8]([C:15]#[N:16])[cH:9][cH:10][c:11]1[NH2:12]. Reactants: ClC=1C=C(C(=O)N[C@H]2[C@@H](CCC3=CC=C(C=C23)NC(=O)N2CCCC2)OC(C)=O)C=CC1Cl ((±)-trans-1-(3,4-dichlorobenzamido)-2-acetoxy-7-(pyrrolidinoformamido)tetraline), C[O-].[Na+] (sodium methoxide). Run in CO (MeOH), CO (MeOH). Run at time 4 hour. The product is ClC=1C=C(C(=O)N[C@H]2[C@@H](CCC3=CC=C(C=C23)NC(=O)N2CCCC2)O)C=CC1Cl ((±)-trans-1-(3,4-dichlorobenzamido)-2-hydroxy-7-(pyrrolidinoformamido)tetraline). As a reaction SMILES: [Cl:1][C:2]1[CH:3]=[C:4]([CH:30]=[CH:31][C:32]=1[Cl:33])[C:5]([NH:7][C@@H:8]1[C:17]2[C:12](=[CH:13][CH:14]=[C:15]([NH:18][C:19]([N:21]3[CH2:25][CH2:24][CH2:23][CH2:22]3)=[O:20])[CH:16]=2)[CH2:11][CH2:10][C@H:9]1[O:26]C(=O)C)=[O:6].C[O-].[Na+]>CO>[Cl:1][C:2]1[CH:3]=[C:4]([CH:30]=[CH:31][C:32]=1[Cl:33])[C:5]([NH:7][C@@H:8]1[C:17]2[C:12](=[CH:13][CH:14]=[C:15]([NH:18][C:19]([N:21]3[CH2:22][CH2:23][CH2:24][CH2:25]3)=[O:20])[CH:16]=2)[CH2:11][CH2:10][C@H:9]1[OH:26])=[O:6] |f:1.2|. Procedure details: A solution of 116 (0.27 g) in MeOH (10 mL) was treated with 0.135 M sodium methoxide (4.9 mL) in MeOH. After 4 h, the solvent was evaporated, the residue was suspended in H2O, and the solid was collected by filtration. The solid was crystallized from EtOAc-ether to give a tan powder, m.p. 206-208° C. Reactants: CC(NS(=O)C(C)(C)C)c1cnc(C(F)(F)F)nc1, CO, Cl. Yields the product CC(N)c1cnc(C(F)(F)F)nc1. As a reaction SMILES: [CH3:1][C:2]([S:3](=[O:4])[NH:7][CH:8]([CH3:9])[c:10]1[cH:11][n:12][c:13]([C:16]([F:17])([F:18])[F:19])[n:14][cH:15]1)([CH3:5])[CH3:6].[CH3:21][OH:22].[ClH:20]>>[NH2:7][CH:8]([CH3:9])[c:10]1[cH:11][n:12][c:13]([C:16]([F:17])([F:18])[F:19])[n:14][cH:15]1. Reactants: CC(C)(Cc1ccc(OCc2ccccc2C(=O)O)cc1)C(=O)O, ClCCl, O=C(OC(=O)C(F)(F)F)C(F)(F)F. Yields the product CC(C)(Cc1ccc2c(c1)C(=O)c1ccccc1CO2)C(=O)O. As a reaction SMILES: [C:1](=[O:2])([OH:3])[C:4]([CH2:5][c:6]1[cH:7][cH:8][c:9]([O:10][CH2:11][c:12]2[c:13]([C:14](=[O:15])[OH:16])[cH:17][cH:18][cH:19][cH:20]2)[cH:21][cH:22]1)([CH3:23])[CH3:24].[Cl:38][CH2:39][Cl:40].[F:25][C:26]([F:27])([F:28])[C:29]([O:30][C:31](=[O:32])[C:33]([F:34])([F:35])[F:36])=[O:37]>>[C:1](=[O:2])([OH:3])[C:4]([CH2:5][c:6]1[cH:7][cH:8][c:9]2[c:21]([cH:22]1)[C:14](=[O:15])[c:13]1[c:12]([cH:20][cH:19][cH:18][cH:17]1)[CH2:11][O:10]2)([CH3:23])[CH3:24]. Starting materials: BrC1=C(C=CC=C1)CC(=O)O (2-bromophenylacetic acid), [N+](=O)([O-])C=1C=C(N)C=C(C1)[N+](=O)[O-] (3,5-dinitroaniline). The product is [N+](=O)([O-])C=1C=C(C=C(C1)[N+](=O)[O-])NC1=C(C=CC=C1)CC(=O)O (2-[(3,5-dinitrophenyl)amino]phenylacetic acid). Reaction SMILES: Br[C:2]1[CH:7]=[CH:6][CH:5]=[CH:4][C:3]=1[CH2:8][C:9]([OH:11])=[O:10].[N+:12]([C:15]1[CH:16]=[C:17]([CH:19]=[C:20]([N+:22]([O-:24])=[O:23])[CH:21]=1)[NH2:18])([O-:14])=[O:13]>>[N+:12]([C:15]1[CH:16]=[C:17]([NH:18][C:2]2[CH:7]=[CH:6][CH:5]=[CH:4][C:3]=2[CH2:8][C:9]([OH:11])=[O:10])[CH:19]=[C:20]([N+:22]([O-:24])=[O:23])[CH:21]=1)([O-:14])=[O:13]. Procedure details: In the manner described in example 3, 2-bromophenylacetic acid is condensed with 3,5-dinitroaniline to yield 2-[(3,5-dinitrophenyl)amino]phenylacetic acid. The reactants are CCOC(=O)c1cc(COc2ccccc2)n[nH]1, C1CCOC1, C[Al](C)C, COC(CN)OC. Yields the product COC(CNC(=O)c1cc(COc2ccccc2)n[nH]1)OC. RXN SMILES: [CH2:12]([O:14][C:15](=[O:13])[c:17]1[nH:18][n:19][c:20]([CH2:22][O:23][c:24]2[cH:25][cH:26][cH:27][cH:28][cH:29]2)[cH:21]1)[CH3:16].[CH2:30]1[O:31][CH2:32][CH2:33][CH2:34]1.[CH3:1][Al:2]([CH3:3])[CH3:4].[CH3:5][O:6][CH:7]([CH2:8][NH2:9])[O:10][CH3:11]>>[CH3:5][O:6][CH:7]([CH2:8][NH:9][C:15](=[O:14])[c:17]1[nH:18][n:19][c:20]([CH2:22][O:23][c:24]2[cH:25][cH:26][cH:27][cH:28][cH:29]2)[cH:21]1)[O:10][CH3:11].